Dataset: the Open Reaction Database (ORD), a public repository of structured organic reaction records. Task: describe an organic reaction: reactants, conditions, products, and yield Starting materials: [OH-].[Na+] (NaOH), C(C1=CC=CC=C1)(C1=CC=CC=C1)(C1=CC=CC=C1)N[C@H]1C[C@@H](O[C@@H]1C(O)C(C1=CC=C(C=C1)OC)=O)N1C(=O)NC(=O)C(C)=C1 (3'-(Trityl)amino-5'-(4-methoxybenzoyl)-3'-deoxythymidine), pyridinium H+. The solvent is O1CCOCC1.CO (1,4-dioxane MeOH). Conditions: time 1.5 hour. Yields the product C(C1=CC=CC=C1)(C1=CC=CC=C1)(C1=CC=CC=C1)N[C@H]1C[C@@H](O[C@@H]1CO)N1C(=O)NC(=O)C(C)=C1 (3'-(Trityl)amino-3'-deoxythymidine). The yield is 90.0%. Reaction SMILES: [C:1]([NH:20][C@@H:21]1[C@@H:25]([CH:26](C(=O)C2C=CC(OC)=CC=2)[OH:27])[O:24][C@@H:23]([N:38]2[CH:46]=[C:44]([CH3:45])[C:42](=[O:43])[NH:41][C:39]2=[O:40])[CH2:22]1)([C:14]1[CH:19]=[CH:18][CH:17]=[CH:16][CH:15]=1)([C:8]1[CH:13]=[CH:12][CH:11]=[CH:10][CH:9]=1)[C:2]1[CH:7]=[CH:6][CH:5]=[CH:4][CH:3]=1.[OH-].[Na+]>O1CCOCC1.CO>[C:1]([NH:20][C@@H:21]1[C@@H:25]([CH2:26][OH:27])[O:24][C@@H:23]([N:38]2[CH:46]=[C:44]([CH3:45])[C:42](=[O:43])[NH:41][C:39]2=[O:40])[CH2:22]1)([C:2]1[CH:3]=[CH:4][CH:5]=[CH:6][CH:7]=1)([C:14]1[CH:15]=[CH:16][CH:17]=[CH:18][CH:19]=1)[C:8]1[CH:9]=[CH:10][CH:11]=[CH:12][CH:13]=1 |f:1.2,3.4|. Reported procedure: The 5'-O-anisoyl protecting group was removed by dissolving 2t (30.1 g, 48.7 mmol) in 57:43 1,4-dioxane/MeOH (150 mL), followed by the addition of 2M aq. NaOH (73.1 mL, 146.2 mmol). After stirring for 1.5 h at ambient temperature, the reaction mixture was neutralized with Dowex 50W-X8 cation exchange resin (ca. 150 g of dry pyridinium H+ -form, 1.6 meq/g). Once the pH was neutral (ca. 10 min), the resin was filtered, washed extensively with CH2Cl2 and MeOH, and the crude product was concentrated... Reactants: Fc1cc(Br)cc2cnn(C3CCCCO3)c12, CCC#C[Si](C)(C)C, CCOC(C)=O, [Cu]I, [Fe+2], [K+], [K+], N#N, O=C([O-])[O-], CC(=O)[O-], CC(=O)[O-], O, [Pd+2], c1ccc(P(c2ccccc2)[c-]2cccc2)cc1, c1ccc(P(c2ccccc2)[c-]2cccc2)cc1. The product is CCC#Cc1cc(F)c2c(cnn2C2CCCCO2)c1. Reaction SMILES: [Br:1][c:2]1[cH:3][c:4]2[cH:5][n:6][n:7]([CH:12]3[O:13][CH2:14][CH2:15][CH2:16][CH2:17]3)[c:8]2[c:9]([F:11])[cH:10]1.[C:24](#[C:25][CH2:26][CH3:27])[Si:28]([CH3:29])([CH3:30])[CH3:31].[CH3:34][CH2:35][O:36][C:37]([CH3:38])=[O:39].[Cu:41][I:42].[Fe+2:88].[K+:18].[K+:19].[N:32]#[N:33].[O-:20][C:21]([O-:22])=[O:23].[O-:44][C:45]([CH3:46])=[O:47].[O-:48][C:49]([CH3:50])=[O:51].[OH2:40].[Pd+2:43].[cH:52]1[cH:53][cH:54][c:55]([P:56]([c:57]2[cH:58][cH:59][cH:60][cH:61][cH:62]2)[c-:63]2[cH:64][cH:65][cH:66][cH:67]2)[cH:68][cH:69]1.[cH:70]1[cH:71][cH:72][c:73]([P:74]([c:75]2[cH:76][cH:77][cH:78][cH:79][cH:80]2)[c-:81]2[cH:82][cH:83][cH:84][cH:85]2)[cH:86][cH:87]1>>[c:2]1([C:24]#[C:25][CH2:26][CH3:27])[cH:3][c:4]2[cH:5][n:6][n:7]([CH:12]3[O:13][CH2:14][CH2:15][CH2:16][CH2:17]3)[c:8]2[c:9]([F:11])[cH:10]1.